This data is from the Open Reaction Database (ORD), a public repository of structured organic reaction records. The task is: describe an organic reaction: reactants, conditions, products, and yield The reactants are CNC=1C=NC=CC1C1=C(C=CC=C1)C (N-methyl-4-o-tolylpyridin-3-amine), O=C1N(CCC1)C=1C=C(C(=O)O)C=C(C1)C(F)(F)F (3-(2-oxo-pyrrolidin-1-yl)-5-trifluoromethyl-benzoic acid). The product is CN(C(C1=CC(=CC(=C1)C(F)(F)F)N1C(CCC1)=O)=O)C=1C=NC=CC1C1=C(C=CC=C1)C (N-Methyl-3-(2-oxo-pyrrolidin-1-yl)-N-(4-o-tolyl-pyridin-3-yl)-5-trifluoromethyl-benzamide). As a reaction SMILES: [CH3:1][NH:2][C:3]1[CH:4]=[N:5][CH:6]=[CH:7][C:8]=1[C:9]1[CH:14]=[CH:13][CH:12]=[CH:11][C:10]=1[CH3:15].[O:16]=[C:17]1[CH2:21][CH2:20][CH2:19][N:18]1[C:22]1[CH:23]=[C:24]([CH:28]=[C:29]([C:31]([F:34])([F:33])[F:32])[CH:30]=1)[C:25](O)=[O:26]>>[CH3:1][N:2]([C:3]1[CH:4]=[N:5][CH:6]=[CH:7][C:8]=1[C:9]1[CH:14]=[CH:13][CH:12]=[CH:11][C:10]=1[CH3:15])[C:25](=[O:26])[C:24]1[CH:28]=[C:29]([C:31]([F:33])([F:34])[F:32])[CH:30]=[C:22]([N:18]2[CH2:19][CH2:20][CH2:21][C:17]2=[O:16])[CH:23]=1. Procedure details: The title compound was prepared in analogy to example 90, from N-methyl-4-o-tolylpyridin-3-amine (example 1, intermediate a) and 3-(2-oxo-pyrrolidin-1-yl)-5-trifluoromethyl-benzoic acid (Selena Chemicals Inc.) after a reaction time of 120 hours. The product was purified by preparative HPLC (Phenomenex Gemini® column) with a gradient of acetonitrile:water (containing 0.05% formic acid) (10:90 to 98:2). Light brown solid (2%). MS (ESI): m/z=454.17 [M+H]+. Reactants: O=C(Br)CBr, CCCNOCCC, CC#N, Cl, c1ccncc1. Yields the product CCCON(CCC)C(=O)CBr. Reaction SMILES: [Br:16][CH2:17][C:18](=[O:19])[Br:20].[CH2:2]([CH2:3][CH3:4])[NH:5][O:6][CH2:7][CH2:8][CH3:9].[CH3:21][C:22]#[N:23].[ClH:1].[cH:10]1[cH:11][cH:12][n:13][cH:14][cH:15]1>>[CH2:2]([CH2:3][CH3:4])[N:5]([O:6][CH2:7][CH2:8][CH3:9])[C:18]([CH2:17][Br:16])=[O:19]. Reactants: BrB(Br)Br, COc1ccccc1-c1noc2ccsc12, ClCCl, O. The product is Oc1ccccc1-c1noc2ccsc12. As a reaction SMILES: [B:17]([Br:18])([Br:19])[Br:20].[CH3:1][O:2][c:3]1[c:4](-[c:9]2[n:10][o:11][c:12]3[c:13]2[s:14][cH:15][cH:16]3)[cH:5][cH:6][cH:7][cH:8]1.[Cl:22][CH2:23][Cl:24].[OH2:21]>>[OH:2][c:3]1[c:4](-[c:9]2[n:10][o:11][c:12]3[c:13]2[s:14][cH:15][cH:16]3)[cH:5][cH:6][cH:7][cH:8]1.